Dataset: the Open Reaction Database (ORD), a public repository of structured organic reaction records. Task: describe an organic reaction: reactants, conditions, products, and yield Starting materials: C(C)(C)(C)C1=CC=C(C=C1)S(=O)(=O)NC=1C=C(C(=O)O)C=C(C1OC1=CC(=CC=C1)OC)OCCO (3-(4-tert-butyl-benzenesulphonylamino)-5-(2-hydroxy-ethoxy)-4-(3-methoxy-phenoxy)-benzoic acid), NC1=CC=CC=C1 (aniline). Yields the product C(C)(C)(C)C1=CC=C(C=C1)S(=O)(=O)NC=1C=C(C(=O)NC2=CC=CC=C2)C=C(C1OC1=CC(=CC=C1)OC)OCCO (3-(4-tert-butylbenzenesulphonylamino)-5-(2-hydroxy-ethoxy)-4-(3-methoxy-phenoxy)-N-phenyl-benzamide). Reaction SMILES: [C:1]([C:5]1[CH:10]=[CH:9][C:8]([S:11]([NH:14][C:15]2[CH:16]=[C:17]([CH:21]=[C:22]([O:33][CH2:34][CH2:35][OH:36])[C:23]=2[O:24][C:25]2[CH:30]=[CH:29][CH:28]=[C:27]([O:31][CH3:32])[CH:26]=2)[C:18]([OH:20])=O)(=[O:13])=[O:12])=[CH:7][CH:6]=1)([CH3:4])([CH3:3])[CH3:2].[NH2:37][C:38]1[CH:43]=[CH:42][CH:41]=[CH:40][CH:39]=1>>[C:1]([C:5]1[CH:6]=[CH:7][C:8]([S:11]([NH:14][C:15]2[CH:16]=[C:17]([CH:21]=[C:22]([O:33][CH2:34][CH2:35][OH:36])[C:23]=2[O:24][C:25]2[CH:30]=[CH:29][CH:28]=[C:27]([O:31][CH3:32])[CH:26]=2)[C:18]([NH:37][C:38]2[CH:43]=[CH:42][CH:41]=[CH:40][CH:39]=2)=[O:20])(=[O:13])=[O:12])=[CH:9][CH:10]=1)([CH3:2])([CH3:4])[CH3:3]. Reported procedure: Analogously to Example 74, by condensing 3-(4-tert-butyl-benzenesulphonylamino)-5-(2-hydroxy-ethoxy)-4-(3-methoxy-phenoxy)-benzoic acid with aniline there was obtained 3-(4-tert-butylbenzenesulphonylamino)-5-(2-hydroxy-ethoxy)-4-(3-methoxy-phenoxy)-N-phenyl-benzamide. The reactants are CC1(CCO)OCCO1, ClCCl, c1ccncc1. The product is CC1(CC=O)OCCO1. As a reaction SMILES: [CH2:7]1[O:8][C:9]([CH3:10])([CH2:11][CH2:12][OH:13])[O:14][CH2:15]1.[Cl:16][CH2:17][Cl:18].[cH:1]1[cH:2][cH:3][n:4][cH:5][cH:6]1>>[CH2:7]1[O:8][C:9]([CH3:10])([CH2:11][CH:12]=[O:13])[O:14][CH2:15]1. The reactants are BrC1=CC=C(C=C1)N1N=CC=C1 (1-(4-bromophenyl)-1H-pyrazole), N1(N=CC=C1)C1=CC=C(C=C1)N1CC(CCC1)O (1-(4-(1H-pyrazol-1-yl)phenyl)piperidin-3-ol). The product is N1(N=CC=C1)C1=CC=C(C=C1)N1CC(CCC1)=O (1-(4-(1H-Pyrazol-1-yl)phenyl)piperidin-3-one). As a reaction SMILES: BrC1C=CC(N2C=CC=N2)=CC=1.[N:13]1([C:18]2[CH:23]=[CH:22][C:21]([N:24]3[CH2:29][CH2:28][CH2:27][CH:26]([OH:30])[CH2:25]3)=[CH:20][CH:19]=2)[CH:17]=[CH:16][CH:15]=[N:14]1>>[N:13]1([C:18]2[CH:19]=[CH:20][C:21]([N:24]3[CH2:29][CH2:28][CH2:27][C:26](=[O:30])[CH2:25]3)=[CH:22][CH:23]=2)[CH:17]=[CH:16][CH:15]=[N:14]1. Procedure details: 1-(4-(1H-Pyrazol-1-yl)phenyl)piperidin-3-one (300 mg, 1.243 mmol) was synthesized as described in General Procedure B using 1-(4-bromophenyl)-1H-pyrazole. The resulting product 1-(4-(1H-pyrazol-1-yl)phenyl)piperidin-3-ol was oxidized using General Procedure D to give the title compound. Reaction SMILES: [F:1][C:2]1[CH:20]=[CH:19][CH:18]=[CH:17][C:3]=1[C:4]([C:6]1[CH:11]=[C:10]([Cl:12])[CH:9]=[CH:8][C:7]=1[CH:13]=[CH:14][C:15]#[N:16])=[O:5].S([CH:31]([N+:33]#[C-])C)(C1C=CC(C)=CC=1)(=O)=O.CS(C)=O.[H-].[Na+].[CH3:41][CH2:42]OCC>O>[F:1][C:2]1[CH:20]=[CH:19][CH:18]=[CH:17][C:3]=1[C:4]([C:6]1[CH:11]=[C:10]([Cl:12])[CH:9]=[CH:8][C:7]=1[C:13]1[C:14]([C:31]#[N:33])=[CH:15][NH:16][C:41]=1[CH3:42])=[O:5] |f:3.4|. Run at time 2 hour. Procedure details: A mixture of 34.5 g (121 mmole) of 3-[2-(2-fluorobenzoyl)-4-chlorophenyl]-2-propenenitrile, 25.3 g (121 mole) of 1-tosylethyl isocyanide, 200 ml of dimethyl sulfoxide and 400 ml of ether was added dropwise to a suspension of 8.9 g (184 mmole) of 50% sodium hydride in mineral oil and 450 ml of ether. When the addition was complete stirring was continued for 2 hr. The mixture was diluted with water and the ether layer was separated. The aqueous solution was extracted with ether. The combined ether... The reactants are FC1=C(C(=O)C2=C(C=CC(=C2)Cl)C=CC#N)C=CC=C1 (3-[2-(2-fluorobenzoyl)-4-chlorophenyl]-2-propenenitrile), S(=O)(=O)(C1=CC=C(C)C=C1)C(C)[N+]#[C-] (1-tosylethyl isocyanide), CS(=O)C (dimethyl sulfoxide), CCOCC (ether), [H-].[Na+] (sodium hydride), CCOCC (ether). Product: FC1=C(C(=O)C2=C(C=CC(=C2)Cl)C=2C(=CNC2C)C#N)C=CC=C1 (4-[2-(2-Fluorobenzoyl)-4-chlorophenyl]-5-methyl-1H-pyrrole-3-carbonitrile). Run in O (water).